This data is from the Open Reaction Database (ORD), a public repository of structured organic reaction records. The task is: describe an organic reaction: reactants, conditions, products, and yield Reactants: CCOC(=O)C=Cc1sc(-n2cnc3ccccc32)nc1C(C)C, CCO, Cl, [Na+], C1CCOC1, [OH-]. The product is CC(C)c1nc(-n2cnc3ccccc32)sc1C=CC(=O)O. RXN SMILES: [CH2:1]([CH3:2])[O:3][C:4]([CH:5]=[CH:6][c:7]1[c:8]([CH:21]([CH3:22])[CH3:23])[n:9][c:10](-[n:12]2[cH:13][n:14][c:15]3[c:16]2[cH:17][cH:18][cH:19][cH:20]3)[s:11]1)=[O:24].[CH3:33][CH2:34][OH:35].[ClH:32].[Na+:26].[O:27]1[CH2:28][CH2:29][CH2:30][CH2:31]1.[OH-:25]>>[O:3]=[C:4]([CH:5]=[CH:6][c:7]1[c:8]([CH:21]([CH3:22])[CH3:23])[n:9][c:10](-[n:12]2[cH:13][n:14][c:15]3[c:16]2[cH:17][cH:18][cH:19][cH:20]3)[s:11]1)[OH:24]. Starting materials: C(C1=CC=CC=C1)OC(=O)N[C@@H](C)C(=O)O (N-benzyloxycarbonyl-(L)-alanine), NC=1C=CC2=C(C(CCC3=C2C(=C(C(=C3)OC)OC)OC)NC(C)=O)C1 (N-[3-amino-9,10,11-trimethoxy-6,7-dihydro-5H-dibenzo[a,c]cyclohepten-5-yl]acetamide), C1(CCCCC1)N=C=NC1CCCCC1 (1,3-dicylcohexylcarbodiimide). Run in ClCCl (dichloromethane). Reaction conditions: time 16 hour. The product is C(C1=CC=CC=C1)OC(=O)N[C@@H](C)C(=O)NC=1C=CC2=C(C(CCC3=C2C(=C(C(=C3)OC)OC)OC)NC(C)=O)C1 (N-[3-((N-benzyloxycarbonylalanyl)amino)-9,10,11-trimethoxy-6,7-dihydro-5H-dibenzo[a,c]cyclohepten-5-yl]acetamide). Isolated yield 54.1%. Reaction SMILES: [CH2:1]([O:8][C:9]([NH:11][C@H:12]([C:14]([OH:16])=O)[CH3:13])=[O:10])[C:2]1[CH:7]=[CH:6][CH:5]=[CH:4][CH:3]=1.[NH2:17][C:18]1[CH:19]=[CH:20][C:21]2[C:27]3[C:28]([O:36][CH3:37])=[C:29]([O:34][CH3:35])[C:30]([O:32][CH3:33])=[CH:31][C:26]=3[CH2:25][CH2:24][CH:23]([NH:38][C:39](=[O:41])[CH3:40])[C:22]=2[CH:42]=1.C1(N=C=NC2CCCCC2)CCCCC1>ClCCl>[CH2:1]([O:8][C:9]([NH:11][C@H:12]([C:14]([NH:17][C:18]1[CH:19]=[CH:20][C:21]2[C:27]3[C:28]([O:36][CH3:37])=[C:29]([O:34][CH3:35])[C:30]([O:32][CH3:33])=[CH:31][C:26]=3[CH2:25][CH2:24][CH:23]([NH:38][C:39](=[O:41])[CH3:40])[C:22]=2[CH:42]=1)=[O:16])[CH3:13])=[O:10])[C:2]1[CH:3]=[CH:4][CH:5]=[CH:6][CH:7]=1. Reported procedure: A solution of N-benzyloxycarbonyl-(L)-alanine (63 mg, 0.28 mmol) in dichloromethane (4 ml) at −20° C. was treated with N-[3-amino-9,10,11-trimethoxy-6,7-dihydro-5H-dibenzo[a,c]cyclohepten-5-yl]acetamide (100 mg, 0.28 mmol), (V. Fernholz Justus Liebigs Ann., 1950, 568, 63–72), and 1,3-dicylcohexylcarbodiimide (134 mg, 0.31 mmol) and the solution stirred for 16 hours at ambient temperature. Solvent was evaporated under reduced pressure and the residue chromatographed on silica gel, eluting with et... Reactants: OC=1C=C(C=O)C=CC1O (3,4-dihydroxybenzaldehyde), C([O-])([O-])=O.[K+].[K+] (potassium carbonate), ClC=1C=C(CBr)C=CC1Cl (3,4-dichlorobenzyl bromide). Run in CC(=O)C (acetone). The product is ClC=1C=C(COC=2C=C(C=O)C=CC2OCC2=CC(=C(C=C2)Cl)Cl)C=CC1Cl (3,4-di-(3',4'-dichlorobenzyloxy)benzaldehyde). Isolated yield 84.1%. As a reaction SMILES: [OH:1][C:2]1[CH:3]=[C:4]([CH:7]=[CH:8][C:9]=1O)[CH:5]=[O:6].[C:11](=[O:14])([O-])[O-].[K+].[K+].[Cl:17][C:18]1[CH:19]=[C:20]([CH:23]=[CH:24][C:25]=1[Cl:26])[CH2:21]Br>CC(C)=O>[Cl:17][C:18]1[CH:19]=[C:20]([CH:23]=[CH:24][C:25]=1[Cl:26])[CH2:21][O:1][C:2]1[CH:3]=[C:4]([CH:7]=[CH:8][C:9]=1[O:14][CH2:11][C:23]1[CH:20]=[CH:19][C:18]([Cl:17])=[C:25]([Cl:26])[CH:24]=1)[CH:5]=[O:6] |f:1.2.3|. Procedure: To a solution of 2 g of 3,4-dihydroxybenzaldehyde in 40 ml of acetone, were added 4.40 g of anhydrous potassium carbonate and 6.24 g of 3,4-dichlorobenzyl bromide. The mixture was refluxed for 24 hours. The reaction mixture was then removed of the acetone by distillation under reduced pressure, admixed with 200 ml of water, and the intended product was extracted with 200 ml of chloroform. The chloroform layer was dried over anhydrous sodium sulfate, and stripped of the chloroform by distillation... The reactants are O=C([O-])[O-], Cc1ccccc1, COc1ccc(Cn2cnc3nc(Cl)nc(Oc4ccc(-c5ccncc5)cc4)c32)cc1, [Cs+], [Cs+], N#Cc1ccc(N)cc1, CC(=O)[O-], CC(=O)[O-], [Pd+2], c1ccc(P(c2ccccc2)c2ccc3ccccc3c2-c2c(P(c3ccccc3)c3ccccc3)ccc3ccccc23)cc1. Yields the product COc1ccc(Cn2cnc3nc(Nc4ccc(C#N)cc4)nc(Oc4ccc(-c5ccncc5)cc4)c32)cc1. As a reaction SMILES: [C:88](=[O:89])([O-:90])[O-:91].[CH3:94][c:95]1[cH:96][cH:97][cH:98][cH:99][cH:100]1.[Cl:1][c:2]1[n:3][c:4]([O:20][c:21]2[cH:22][cH:23][c:24](-[c:27]3[cH:28][cH:29][n:30][cH:31][cH:32]3)[cH:25][cH:26]2)[c:5]2[n:6]([CH2:11][c:12]3[cH:13][cH:14][c:15]([O:18][CH3:19])[cH:16][cH:17]3)[cH:7][n:8][c:9]2[n:10]1.[Cs+:92].[Cs+:93].[NH2:33][c:34]1[cH:35][cH:36][c:37]([C:38]#[N:39])[cH:40][cH:41]1.[O-:102][C:103]([CH3:104])=[O:105].[O-:106][C:107]([CH3:108])=[O:109].[Pd+2:101].[cH:42]1[cH:43][cH:44][c:45]([P:46]([c:47]2[cH:48][cH:49][c:50]3[c:51]([cH:52][cH:53][cH:54][cH:55]3)[c:56]2-[c:57]2[c:58]3[c:59]([cH:60][cH:61][cH:62][cH:63]3)[cH:64][cH:65][c:66]2[P:67]([c:68]2[cH:69][cH:70][cH:71][cH:72][cH:73]2)[c:74]2[cH:75][cH:76][cH:77][cH:78][cH:79]2)[c:80]2[cH:81][cH:82][cH:83][cH:84][cH:85]2)[cH:86][cH:87]1>>[c:2]1([NH:33][c:34]2[cH:35][cH:36][c:37]([C:38]#[N:39])[cH:40][cH:41]2)[n:3][c:4]([O:20][c:21]2[cH:22][cH:23][c:24](-[c:27]3[cH:28][cH:29][n:30][cH:31][cH:32]3)[cH:25][cH:26]2)[c:5]2[n:6]([CH2:11][c:12]3[cH:13][cH:14][c:15]([O:18][CH3:19])[cH:16][cH:17]3)[cH:7][n:8][c:9]2[n:10]1. The reactants are C1CCNCC1, C1CCOC1, C#C[Si](C)(C)C, [Cu]I, Cc1cc(I)ccc1OCCO, O. The product is Cc1cc(C#C[Si](C)(C)C)ccc1OCCO. Reaction SMILES: [CH2:19]1[CH2:20][CH2:21][NH:22][CH2:23][CH2:24]1.[CH2:25]1[O:26][CH2:27][CH2:28][CH2:29]1.[CH3:13][Si:14]([CH3:15])([CH3:16])[C:17]#[CH:18].[Cu:31][I:32].[I:1][c:2]1[cH:3][c:4]([CH3:12])[c:5]([O:6][CH2:7][CH2:8][OH:9])[cH:10][cH:11]1.[OH2:30]>>[c:2]1([C:18]#[C:17][Si:14]([CH3:13])([CH3:15])[CH3:16])[cH:3][c:4]([CH3:12])[c:5]([O:6][CH2:7][CH2:8][OH:9])[cH:10][cH:11]1. Reactants: CO, C=COCCONC(=O)c1ccn2cncc2c1Nc1ccc(C2CCC2)cc1F, Cl. Product: O=C(NOCCO)c1ccn2cncc2c1Nc1ccc(C2CCC2)cc1F. As a reaction SMILES: [CH3:32][OH:33].[CH:1](=[CH2:2])[O:3][CH2:4][CH2:5][O:6][NH:7][C:8](=[O:9])[c:10]1[c:11]([NH:19][c:20]2[c:21]([F:30])[cH:22][c:23]([CH:26]3[CH2:27][CH2:28][CH2:29]3)[cH:24][cH:25]2)[c:12]2[n:13]([cH:14][cH:15]1)[cH:16][n:17][cH:18]2.[ClH:31]>>[OH:3][CH2:4][CH2:5][O:6][NH:7][C:8](=[O:9])[c:10]1[c:11]([NH:19][c:20]2[c:21]([F:30])[cH:22][c:23]([CH:26]3[CH2:27][CH2:28][CH2:29]3)[cH:24][cH:25]2)[c:12]2[n:13]([cH:14][cH:15]1)[cH:16][n:17][cH:18]2.